From a dataset of the Open Reaction Database (ORD), a public repository of structured organic reaction records. describe an organic reaction: reactants, conditions, products, and yield Reactants: C(C)(=O)OC(C)=O (Acetic Acid Anhydride), NC=1C(=NC=CC1)C (3-Amino-2-picoline), C(C)(C)N(CC)C(C)C (diisopropylethylamine). The solvent is ClCCl (dichloromethane), ClCCl (dichloromethane). The product is CC1=NC=CC=C1NC(C)=O (N-(2-Methylpyridin-3-yl)acetamide). RXN SMILES: C(O[C:5](=[O:7])[CH3:6])(=O)C.[NH2:8][C:9]1[C:10]([CH3:15])=[N:11][CH:12]=[CH:13][CH:14]=1.C(N(C(C)C)CC)(C)C>ClCCl>[CH3:15][C:10]1[C:9]([NH:8][C:5](=[O:7])[CH3:6])=[CH:14][CH:13]=[CH:12][N:11]=1. Reported procedure: Acetic Acid Anhydride (17.9 mmol; 1.7 mL) was added to 3-Amino-2-picoline (17.0 mmol; 1.8 g) in dichloromethane (10 mL) and diisopropylethylamine (17.9 mmol; 3.1 mL) at 25° C. under argon. The reaction aged 30 min at 25° C. then was diluted with dichloromethane and extracted with water and brine. The aqueous layer was extracted with dichloromethane and ether then the combined organics were dried over sodium sulfate, filtered and concentrated in vacuo. The resulting yellow oil was purified by chr... Starting materials: CC(=O)OC=CC1=C(C(=O)OC(c2ccccc2)c2ccccc2)N2C(=O)C(NC(=O)OC(C)(C)C)C2SC1, O=C([O-])O, CC#N, [Na+], O, Cc1ccc(S(=O)(=O)O)cc1. The product is CC(=O)OC=CC1=C(C(=O)OC(c2ccccc2)c2ccccc2)N2C(=O)C(N)C2SC1. Reaction SMILES: [C:1]([CH3:2])(=[O:3])[O:4][CH:5]=[CH:6][C:7]1=[C:8]([C:24](=[O:25])[O:26][CH:27]([c:28]2[cH:29][cH:30][cH:31][cH:32][cH:33]2)[c:34]2[cH:35][cH:36][cH:37][cH:38][cH:39]2)[N:9]2[C:10](=[O:23])[CH:11]([NH:15][C:16]([O:17][C:18]([CH3:19])([CH3:20])[CH3:21])=[O:22])[CH:12]2[S:13][CH2:14]1.[C:52](=[O:53])([OH:54])[O-:55].[CH3:57][C:58]#[N:59].[Na+:56].[OH2:40].[c:41]1([CH3:42])[cH:43][cH:44][c:45]([S:46]([OH:47])(=[O:48])=[O:49])[cH:50][cH:51]1>>[C:1]([CH3:2])(=[O:3])[O:4][CH:5]=[CH:6][C:7]1=[C:8]([C:24](=[O:25])[O:26][CH:27]([c:28]2[cH:29][cH:30][cH:31][cH:32][cH:33]2)[c:34]2[cH:35][cH:36][cH:37][cH:38][cH:39]2)[N:9]2[C:10](=[O:23])[CH:11]([NH2:15])[CH:12]2[S:13][CH2:14]1. The reactants are C(C)OC(CC1=C(N(C2=CC=CC(=C12)OC)CC1=CC=CC=C1)C)=O (4-methoxy-2-methyl-1-(phenylmethyl)-1H-indole-3-acetic acid ethyl ester), NN (hydrazine), 4-Methoxy-2-methyl-l(phenylmethyl)-1H-indole-3-acetic acid hydrazide. Solvent: CCO (EtOH), O (water). The product is COC1=C2C(=C(N(C2=CC=C1)CC1=CC=CC=C1)C)CC(=O)NN (4-methoxy-2-methyl-1-(phenylmethyl)-1H-indole-3-acetic acid hydrazide). The yield is 75.0%. As a reaction SMILES: C([O:3][C:4](=O)[CH2:5][C:6]1[C:14]2[C:9](=[CH:10][CH:11]=[CH:12][C:13]=2[O:15][CH3:16])[N:8]([CH2:17][C:18]2[CH:23]=[CH:22][CH:21]=[CH:20][CH:19]=2)[C:7]=1[CH3:24])C.[NH2:26][NH2:27]>CCO.O>[CH3:16][O:15][C:13]1[CH:12]=[CH:11][CH:10]=[C:9]2[C:14]=1[C:6]([CH2:5][C:4]([NH:26][NH2:27])=[O:3])=[C:7]([CH3:24])[N:8]2[CH2:17][C:18]1[CH:23]=[CH:22][CH:21]=[CH:20][CH:19]=1. Procedure details: 4-Methoxy-2-methyl-l(phenylmethyl)-1H-indole-3-acetic acid hydrazide. A solution of 2.8 g (8.3 mmol) of 4-methoxy-2-methyl-1-(phenylmethyl)-1H-indole-3-acetic acid ethyl ester and 10 mL of hydrazine in 40 mL of EtOH was heated to maintain reflux for 16 hours, diluted with water and extracted with EtOAc. The EtOAc solution was washed with NaCl solution, dried (MgSO4), and concentrated at reduced pressure. The residue was crystallized from MeOH to give 2.0 g (75% yield) of 4-methoxy-2-methyl-1-(ph... Starting materials: N(=O)[O-].[Na+] (Sodium nitrite), ClC=1C=CC2=C(C(=NCC(N2)=C[N+](=O)[O-])C2=C(C=CC=C2)F)C1 (7-chloro-1,3-dihydro-5-(2-fluorophenyl)-2-nitromethylene-2H-1,4-benzodiazepine). Solvent: C(C)(=O)O (acetic acid), O (water). Reaction conditions: time 15 minute. The product is ClC=1C=CC2=C(C(=NCC(=N2)C(=NO)[N+](=O)[O-])C2=C(C=CC=C2)F)C1 (7-Chloro-5-(2-fluorophenyl)-N-hydroxy-α-nitro-3H-1,4-benzodiazepin-2-methanimine). As a reaction SMILES: [N:1]([O-:3])=[O:2].[Na+].[Cl:5][C:6]1[CH:7]=[CH:8][C:9]2[NH:15][C:14](=[CH:16][N+:17]([O-])=[O:18])[CH2:13][N:12]=[C:11]([C:20]3[CH:25]=[CH:24][CH:23]=[CH:22][C:21]=3[F:26])[C:10]=2[CH:27]=1>C(O)(=O)C.O>[Cl:5][C:6]1[CH:7]=[CH:8][C:9]2[N:15]=[C:14]([C:16]([N+:1]([O-:3])=[O:2])=[N:17][OH:18])[CH2:13][N:12]=[C:11]([C:20]3[CH:25]=[CH:24][CH:23]=[CH:22][C:21]=3[F:26])[C:10]=2[CH:27]=1 |f:0.1|. Procedure: Sodium nitrite, 5 g (0.072 mole), was added in portions over a period of 5 min to a solution of 20 g (0.06 mole) of 7-chloro-1,3-dihydro-5-(2-fluorophenyl)-2-nitromethylene-2H-1,4-benzodiazepine* in 100 ml of glacial acetic acid. Following the addition, the reaction mixture was stirred at room temperature for 15 min. The product, which crystallized partially during this period, was further precipitated by slow addition of 50 ml of water and collected by filtration. The crystals were washed with ... Reactants: C(C)(C)(C)C1=C(C=C(C(=O)N2[C@@](C[C@@H]([C@@H]2C=2N=CSC2)C2=NC=CN=C2)(C(=O)OC(C)(C)C)CC(C)C)C=C1)C (rel-(2S,4S,5R)-1-(4-tert-butyl-3-methylbenzoyl)-2-isobutyl-4-pyrazin-2-yl-5-(1,3-thiazol-4-yl)pyrrolidine-2-carboxylic acid, tert butyl ester), C(=O)(C(F)(F)F)O (TFA). Product: C(C)(C)(C)C1=C(C=C(C(=O)N2[C@@](C[C@@H]([C@@H]2C=2N=CSC2)C2=NC=CN=C2)(C(=O)O)CC(C)C)C=C1)C (rel-(2S,4S,5R)-1-(4-tert-Butyl-3-methylbenzoyl)-2-isobutyl-4-(pyrazin-2-yl)-5-(1,3-thiazol-4-yl)pyrrolidine-2-carboxylic acid). Reaction SMILES: [C:1]([C:5]1[CH:39]=[CH:38][C:8]([C:9]([N:11]2[C@@H:15]([C:16]3[N:17]=[CH:18][S:19][CH:20]=3)[C@@H:14]([C:21]3[CH:26]=[N:25][CH:24]=[CH:23][N:22]=3)[CH2:13][C@@:12]2([CH2:34][CH:35]([CH3:37])[CH3:36])[C:27]([O:29]C(C)(C)C)=[O:28])=[O:10])=[CH:7][C:6]=1[CH3:40])([CH3:4])([CH3:3])[CH3:2].C(O)(C(F)(F)F)=O>>[C:1]([C:5]1[CH:39]=[CH:38][C:8]([C:9]([N:11]2[C@@H:15]([C:16]3[N:17]=[CH:18][S:19][CH:20]=3)[C@@H:14]([C:21]3[CH:26]=[N:25][CH:24]=[CH:23][N:22]=3)[CH2:13][C@@:12]2([CH2:34][CH:35]([CH3:36])[CH3:37])[C:27]([OH:29])=[O:28])=[O:10])=[CH:7][C:6]=1[CH3:40])([CH3:2])([CH3:3])[CH3:4]. Procedure: The tert-butyl ester from stage A was deprotected with TFA in a similar manner to that described in Example 1. The compound was purified by SPE (C18) eluting with water followed by acetonitrile to afford the title compound as a solid.